From a dataset of the Open Reaction Database (ORD), a public repository of structured organic reaction records. describe an organic reaction: reactants, conditions, products, and yield The reactants are Cl (HCl), C(CC(=O)O)(=O)O (malonic acid), C(C1=CC=CC=C1)=O (benzaldehyde), N1CCCCC1 (piperidine). Run at temperature 80 celsius, time 17 hour. Reaction SMILES: [C:1]([OH:7])(=[O:6])[CH2:2][C:3](O)=O.C(=O)[C:9]1[CH:14]=[CH:13][CH:12]=[CH:11][CH:10]=1.N1CCCCC1.Cl>N1C=CC=CC=1.O>[C:1]([OH:7])(=[O:6])[CH:2]=[CH:3][C:9]1[CH:14]=[CH:13][CH:12]=[CH:11][CH:10]=1. Run in N1=CC=CC=C1 (pyridine), O (water). Product: C(C=CC1=CC=CC=C1)(=O)O (cinnamic acid). Procedure: To a solution of malonic acid (10.4 g, 0.1 mol) and the benzaldehyde (0.05 mol) in pyridine (20 mL) was added neat piperidine (0.75 mL, 7.6 mmol). The reaction mixture was stirred at 80° C. for 17 hr, chilled, then added to 200 mL cold water. This mixture was acidified with conc. HCl (25 mL) and the white precipitate collected by filtration, washed with 5×10 mL water, and dried to give pure cinnamic acid in typical yields of >95%. Starting materials: C([O-])([O-])=O.[Cs+].[Cs+] (caesium carbonate), cyclic sulfite ester, cyclic sulfite ester, OC(=O)C(F)(F)F.OC(=O)C(F)(F)F.OC=1C=CC=2C=3N(C(=NC2C1OC)NC(C1=CN=CC=C1)=O)CCN3 (N-(8-hydroxy-7-methoxy-2,3-dihydroimidazo[1,2-c]quinazolin-5-yl)nicotinamide bis-TFA salt), OC(=O)C(F)(F)F.OC(=O)C(F)(F)F.OC=1C=CC=2C=3N(C(=NC2C1OC)NC(C1=CN=CC=C1)=O)CCN3 (N-(8-hydroxy-7-methoxy-2,3-dihydroimidazo[1,2-c]quinazolin-5-yl)nicotinamide bis-TFA salt), C([O-])([O-])=O.[Cs+].[Cs+] (caesium carbonate), CN(C)C=O (DMF). Conditions: time 1.5 hour. Yields the product O[C@@H](COC=1C=CC=2C=3N(C(=NC2C1OC)NC(=O)C=1C=NC=CC1)CCN3)CN3CCOCC3 (N-(8-{[(2R)-2-hydroxy-3-(morpholin-4-yl)propyl]oxy}-7-methoxy-2,3-dihydroimidazo[1,2-c]quinazolin-5-yl)pyridine-3-carboxamide). The yield is 82.0%. As a reaction SMILES: [OH:1][C:2]([C:4](F)(F)F)=O.O[C:9](C(F)(F)F)=O.[OH:15][C:16]1[CH:17]=[CH:18][C:19]2[C:20]3[N:21]([CH2:37][CH2:38][N:39]=3)[C:22]([NH:28][C:29](=[O:36])[C:30]3[CH:35]=[CH:34][CH:33]=[N:32][CH:31]=3)=[N:23][C:24]=2[C:25]=1[O:26][CH3:27].[C:40](=[O:43])([O-])[O-].[Cs+].[Cs+].[CH3:46][N:47]([CH:49]=O)[CH3:48]>>[OH:1][C@H:2]([CH2:49][N:47]1[CH2:46][CH2:40][O:43][CH2:9][CH2:48]1)[CH2:4][O:15][C:16]1[CH:17]=[CH:18][C:19]2[C:20]3[N:21]([CH2:37][CH2:38][N:39]=3)[C:22]([NH:28][C:29]([C:30]3[CH:31]=[N:32][CH:33]=[CH:34][CH:35]=3)=[O:36])=[N:23][C:24]=2[C:25]=1[O:26][CH3:27] |f:0.1.2,3.4.5|. Reported procedure: To a solution of N-(8-hydroxy-7-methoxy-2,3-dihydroimidazo[1,2-c]quinazolin-5-yl)nicotinamide bis-TFA salt (Intermediate I, Step 2, 0.750 g, 1.3 mmol) in DMF (50 mL) was added caesium carbonate (1.30 g, 3.9 mmol, 3.0 equiv.) and the resulting slurry was stirred at room temperature for 1.5 hr, followed by the addition of cyclic sulfite ester (0.275 g, 1.3 mmol, 1.0 equiv). This mixture was stirred at 60° C. for 12 hr, cooled to room temperature, treated with additional caesium carbonate (0.86 g, ... Reactants: ClC1=C(C(=O)O)C=CC(=N1)Cl (2,6-dichloronicotinic acid), [OH-].[NH4+] (ammonium hydroxide). Run at temperature 145 celsius. Yields the product NC1=C(C(=O)O)C=CC(=N1)Cl (2-Amino-6-chloro-nicotinic acid). Yield: 34.0%. As a reaction SMILES: Cl[C:2]1[N:10]=[C:9]([Cl:11])[CH:8]=[CH:7][C:3]=1[C:4]([OH:6])=[O:5].[OH-].[NH4+:13]>>[NH2:13][C:2]1[N:10]=[C:9]([Cl:11])[CH:8]=[CH:7][C:3]=1[C:4]([OH:6])=[O:5] |f:1.2|. Reported procedure: A solution of 2,6-dichloronicotinic acid (10 g, 46.9 mmol, Aldrich 90%) was dissolved in concentrated ammonium hydroxide (100 mL, 29.4%, Fisher) and heated at 130-160° C. in a pressure bottle for 1-2 days before solvent was removed in vacuo. The residue was treated with water and the pH was lowered to ˜8 with concentrated hydrochloric acid. The resulting mixture was extracted with ethyl acetate and the combined organic extracts were washed with brine, dried, concentrated and the crude product wa... The reactants are COC1=CC=C(CN(C2=NC=C(C=N2)C=2C3=C(N=C(N2)N2CCOCC2)NCC3)CC3=CC=C(C=C3)OC)C=C1 (bis-(4-methoxy-benzyl)-[5-(2-morpholin-4-yl-6,7-dihydro-5H-pyrrolo[2,3-d]pyrimidin-4-yl)-pyrimidin-2-yl]-amine), BrC1=C(C=C(C=C1)C(=O)N1CCN(CC1)C)C ((4-bromo-3-methyl-phenyl)-(4-methyl-piperazin-1-yl)-methanone). Yields the product CN1CCN(CC1)C=O ((4-methyl-piperazin-1-yl)-methanone). Reaction SMILES: COC1C=CC(CN(CC2C=CC(OC)=CC=2)C2N=CC(C3C4CCNC=4N=C(N4CCOCC4)N=3)=CN=2)=CC=1.BrC1C=CC([C:48]([N:50]2[CH2:55][CH2:54][N:53]([CH3:56])[CH2:52][CH2:51]2)=[O:49])=CC=1C>>[CH3:56][N:53]1[CH2:54][CH2:55][N:50]([CH:48]=[O:49])[CH2:51][CH2:52]1. Procedure: Using bis-(4-methoxy-benzyl)-[5-(2-morpholin-4-yl-6,7-dihydro-5H-pyrrolo[2,3-d]pyrimidin-4-yl)-pyrimidin-2-yl]-amine (100 mg) and (4-bromo-3-methyl-phenyl)-(4-methyl-piperazin-1-yl)-methanone (167 mg) instead of 4-chloropicolinic acid t-butylamide, in the same manner as Example 1-D-07, a crude product of 4-(4-{2-[bis-(4-methoxy-benzyl)-amino]-pyrimidin-5-yl}-2-morpholin-4-yl-5,6-dihydro-pyrrolo[2,3-d]pyrimidin-7-yl)-3-methyl-phenyl]-(4-methyl-piperazin-1-yl)-methanone was obtained, and then the ...